From a dataset of the Open Reaction Database (ORD), a public repository of structured organic reaction records. describe an organic reaction: reactants, conditions, products, and yield As a reaction SMILES: [B-:36]([F:37])([F:38])([F:39])[F:40].[CH3:1][O:2][C:3](=[O:4])[c:5]1[c:6]([O:7][CH2:8][CH2:9][c:10]2[cH:11][cH:12][c:13]([O:14][CH2:15][C:16](=[O:17])[OH:18])[cH:19][cH:20]2)[cH:21][cH:22][cH:23][cH:24]1.[CH3:72][CH2:73][O:74][C:75]([CH3:76])=[O:77].[CH:58]([N:59]([CH2:60][CH3:61])[CH:62]([CH3:63])[CH3:64])([CH3:65])[CH3:66].[F:25][c:26]1[c:27]([CH2:28][NH:29][CH2:30][CH3:31])[cH:32][cH:33][cH:34][cH:35]1.[O:67]=[CH:68][N:69]([CH3:70])[CH3:71].[n:41]1([O:42][C:43]([N:44]([CH3:45])[CH3:46])=[N+:47]([CH3:48])[CH3:49])[c:50]2[cH:51][cH:52][cH:53][cH:54][c:55]2[n:56][n:57]1>>[CH3:1][O:2][C:3](=[O:4])[c:5]1[c:6]([O:7][CH2:8][CH2:9][c:10]2[cH:11][cH:12][c:13]([O:14][CH2:15][C:16](=[O:18])[N:29]([CH2:28][c:27]3[c:26]([F:25])[cH:35][cH:34][cH:33][cH:32]3)[CH2:30][CH3:31])[cH:19][cH:20]2)[cH:21][cH:22][cH:23][cH:24]1. Reactants: F[B-](F)(F)F, COC(=O)c1ccccc1OCCc1ccc(OCC(=O)O)cc1, CCOC(C)=O, CCN(C(C)C)C(C)C, CCNCc1ccccc1F, CN(C)C=O, CN(C)C(On1nnc2ccccc21)=[N+](C)C. The product is CCN(Cc1ccccc1F)C(=O)COc1ccc(CCOc2ccccc2C(=O)OC)cc1. Reactants: COC(OC)(OC)OC (Tetramethoxymethane), C1(=CC=CC=C1)S(=O)(=O)NC(C1=CC(=C(C=C1)N)NCC1=CC=C(C=C1)C1=CC=CC=C1)=O (N-benzenesulfonyl-4-amino-3-(biphenyl-4-ylmethylamino)benzamide), CO (Methanol). Run in C(C)(=O)O (acetic acid). Conditions: temperature 80 celsius, time 2 hour. Product: C1(=CC=CC=C1)S(=O)(=O)NC(=O)C=1C=CC2=C(N(C(=N2)OC)CC2=CC=C(C=C2)C2=CC=CC=C2)C1 (6-benzenesulfonylcarbamoyl-1-(biphenyl-4-ylmethyl)-2-methoxybenzimidazole). The yield is 64.4%. RXN SMILES: CO[C:3]([O:8][CH3:9])(OC)OC.[C:10]1([S:16]([NH:19][C:20](=[O:42])[C:21]2[CH:26]=[CH:25][C:24]([NH2:27])=[C:23]([NH:28][CH2:29][C:30]3[CH:35]=[CH:34][C:33]([C:36]4[CH:41]=[CH:40][CH:39]=[CH:38][CH:37]=4)=[CH:32][CH:31]=3)[CH:22]=2)(=[O:18])=[O:17])[CH:15]=[CH:14][CH:13]=[CH:12][CH:11]=1.CO>C(O)(=O)C>[C:10]1([S:16]([NH:19][C:20]([C:21]2[CH:26]=[CH:25][C:24]3[N:27]=[C:3]([O:8][CH3:9])[N:28]([CH2:29][C:30]4[CH:35]=[CH:34][C:33]([C:36]5[CH:37]=[CH:38][CH:39]=[CH:40][CH:41]=5)=[CH:32][CH:31]=4)[C:23]=3[CH:22]=2)=[O:42])(=[O:18])=[O:17])[CH:11]=[CH:12][CH:13]=[CH:14][CH:15]=1. Procedure: Tetramethoxymethane (0.250 g) was added to a solution of 0.400 g of N-benzenesulfonyl-4-amino-3-(biphenyl-4-ylmethylamino)benzamide in 3 ml of acetic acid, and the mixture was stirred at 80° C. for 2 hours. Methanol was added to the reaction solution, and the crystals precipitated were collected. The crystals were washed with a mixed solvent of 1 ml of acetone and 8 ml of methanol, separated through filtration, and dried to give 0.280 g of 6-benzenesulfonylcarbamoyl-1-(biphenyl-4-ylmethyl)-2-met... Reactants: CC1=NN=C(N1C1=C(C(=O)O)C=CC=C1)C1=C(C=CC=C1)[N+](=O)[O-] (2-[3-methyl-5-(2-nitrophenyl)-[1,2,4]triazol-4-yl]benzoic acid). Reagents/catalysts: [Pd] (Pd/C). Solvent: O1CCCC1 (tetrahydrofuran). Product: NC1=C(C=CC=C1)C1=NN=C(N1C1=C(C(=O)O)C=CC=C1)C (2-[3-(2-aminophenyl)-5-methyl-[1,2,4]triazol-4-yl]benzoic acid). As a reaction SMILES: [CH3:1][C:2]1[N:6]([C:7]2[CH:15]=[CH:14][CH:13]=[CH:12][C:8]=2[C:9]([OH:11])=[O:10])[C:5]([C:16]2[CH:21]=[CH:20][CH:19]=[CH:18][C:17]=2[N+:22]([O-])=O)=[N:4][N:3]=1>O1CCCC1.[Pd]>[NH2:22][C:17]1[CH:18]=[CH:19][CH:20]=[CH:21][C:16]=1[C:5]1[N:6]([C:7]2[CH:15]=[CH:14][CH:13]=[CH:12][C:8]=2[C:9]([OH:11])=[O:10])[C:2]([CH3:1])=[N:3][N:4]=1. Procedure: was prepared by hydrogenating 400 mg of 2-[3-methyl-5-(2-nitrophenyl)-[1,2,4]triazol-4-yl]benzoic acid in the presence of Pd/C in tetrahydrofuran and purified by stirring with dichloromethane. Starting materials: COCCCl (chloroethyl methyl ether), [H-].[Li+] (lithium hydride), lactone, CC1([C@@H]([C@@H]1C(O)O)C(=O)O)C ((1R,cis) 2,2-dimethyl-3-dihydroxymethyl-cyclopropane-carboxylic acid), [Na] (sodium). Run in O1CCCC1 (tetrahydrofuran). Reaction conditions: time 30 minute. The product is CC1([C@@H]([C@@H]1C=O)C(=O)OCOC)C (methoxymethyl (1R,cis) 2,2-dimethyl-3-formyl-cyclopropane-carboxylate). As a reaction SMILES: [H-].[Li+].[CH3:3][C:4]1([CH3:13])[C@@H:6]([CH:7]([OH:9])[OH:8])[C@H:5]1[C:10]([OH:12])=O.[CH3:14][O:15][CH2:16]CCl.[Na]>O1CCCC1>[CH3:13][C:4]1([CH3:3])[C@@H:5]([CH:10]=[O:12])[C@H:6]1[C:7]([O:8][CH2:14][O:15][CH3:16])=[O:9] |f:0.1,^1:18|. Procedure: 70 ml of acetyl chloride were added with stirring to a mixture of 90 ml of methylal and 2.4 ml of methanol and the mixture was allowed to stand for several hours to obtain chloromethyl methyl ether. 6.7 g of lithium hydride were added over 30 minutes at about 15°±2° C. to a solution of 110 g of the lactone of (1R,cis) 2,2-dimethyl-3-dihydroxymethyl-cyclopropane-carboxylic acid in 500 ml of tetrahydrofuran and after stirring the mixture for 30 minutes, the mixture containing chloroethyl methyl et... Starting materials: CN1CCN(C(=O)Nc2ccccc2N2CCc3ccccc32)CC1, O=P(Cl)(Cl)Cl. Product: CN1CCN(C2=Nc3ccccc3N3CCc4cccc2c43)CC1. RXN SMILES: [N:1]1([c:10]2[c:11]([NH:16][C:17](=[O:18])[N:19]3[CH2:20][CH2:21][N:22]([CH3:25])[CH2:23][CH2:24]3)[cH:12][cH:13][cH:14][cH:15]2)[CH2:2][CH2:3][c:4]2[cH:5][cH:6][cH:7][cH:8][c:9]21.[P:26]([Cl:27])([Cl:28])([Cl:29])=[O:30]>>[N:1]12[CH2:2][CH2:3][c:4]3[cH:5][cH:6][cH:7][c:8]([c:9]31)[C:17]([N:19]1[CH2:20][CH2:21][N:22]([CH3:25])[CH2:23][CH2:24]1)=[N:16][c:11]1[c:10]2[cH:15][cH:14][cH:13][cH:12]1. Reactants: FC1=C(C=CC=C1)C1=NCC=2N(C3=C1C=C(C=C3)I)C(=NN2)C (6-(2-fluorophenyl)-8-iodo-1-methyl-4H-[1,2,4]triazolo[4,3-a][1,4]benzodiazepine), C(C#C)N1C(C2=CC=CC=C2C1)=O (2,3-dihydro-(2-propynyl)-1H-isoindol-1-one). The product is FC1=C(C=CC=C1)C1=NCC=2N(C3=C1C=C(C=C3)C#CCN3C(C1=CC=CC=C1C3)=O)C(=NN2)C (2-[3-[6-(2-Fluorophenyl)-1-methyl-4H-[1,2,4]triazolo[4,3-a][1,4]benzodiazepin-8-yl]-2-propynyl]-2,3-dihydro-1H-isoindol-1-one). RXN SMILES: [F:1][C:2]1[CH:7]=[CH:6][CH:5]=[CH:4][C:3]=1[C:8]1[C:14]2[CH:15]=[C:16](I)[CH:17]=[CH:18][C:13]=2[N:12]2[C:20]([CH3:23])=[N:21][N:22]=[C:11]2[CH2:10][N:9]=1.[CH2:24]([N:27]1[CH2:35][C:34]2[C:29](=[CH:30][CH:31]=[CH:32][CH:33]=2)[C:28]1=[O:36])[C:25]#[CH:26]>>[F:1][C:2]1[CH:7]=[CH:6][CH:5]=[CH:4][C:3]=1[C:8]1[C:14]2[CH:15]=[C:16]([C:26]#[C:25][CH2:24][N:27]3[CH2:35][C:34]4[C:29](=[CH:30][CH:31]=[CH:32][CH:33]=4)[C:28]3=[O:36])[CH:17]=[CH:18][C:13]=2[N:12]2[C:20]([CH3:23])=[N:21][N:22]=[C:11]2[CH2:10][N:9]=1. Procedure: Reaction of 6-(2-fluorophenyl)-8-iodo-1-methyl-4H-[1,2,4]triazolo[4,3-a][1,4]benzodiazepine with 2,3-dihydro-(2-propynyl)-1H-isoindol-1-one [ref. J. I. Neumeyer, U. V. Moyer, J. A. Richman, F. J. Rosenberg and D. G. Teiger, J. Med. Chem. 10, 615 (1967)] gave after chromatographic purification as described in example 17 and crystallization from ethyl acetate colorless crystals of the title compound with m.p. 165°-168° C. According to spectral and analytical data, these crystals contained 0.5 mola...